This data is from the Open Reaction Database (ORD), a public repository of structured organic reaction records. The task is: describe an organic reaction: reactants, conditions, products, and yield RXN SMILES: [F:1][C:2]1[CH:3]=[C:4]2[C:9](=[C:10]([F:13])[C:11]=1F)[N:8]([C:14]1[S:15][CH:16]=[CH:17][N:18]=1)[CH:7]=[C:6]([C:19]([OH:21])=[O:20])[C:5]2=[O:22].[CH2:23]([NH:25][CH2:26][CH:27]1[CH2:31][CH2:30][NH:29][CH2:28]1)[CH3:24]>C(#N)C>[CH2:23]([NH:25][CH2:26][CH:27]1[CH2:31][CH2:30][N:29]([C:11]2[C:10]([F:13])=[C:9]3[C:4]([C:5](=[O:22])[C:6]([C:19]([OH:21])=[O:20])=[CH:7][N:8]3[C:14]3[S:15][CH:16]=[CH:17][N:18]=3)=[CH:3][C:2]=2[F:1])[CH2:28]1)[CH3:24]. Yield: 24.2%. Reported procedure: To 1.0 g (3.06 mmol) of the 6,7,8-trifluoro-1,4-dihydro-4-oxo-1-(2-thiazolyl)-3-quinolinecarboxylic acid in 10 ml of acetonitrile was added 0.46 g of 1,8-diazobicyclo[5.4.0]undec-7-ene and 0.39 g of 3-[(ethylamino)methyl]pyrrolidine. The reaction was warmed to 60° C. for one hour and was then taken to room temperature and stirred overnight. The solids were filtered and washed with ether to give 0.32 g of 7-[3[(ethylamino)methyl]-1-pyrrolidinyl]-6,8-difluoro-1,4-dihydro-4-oxo-1-(2-thiazolyl)-3-qu... The solvent is C(C)#N (acetonitrile). The product is C(C)NCC1CN(CC1)C1=C(C=C2C(C(=CN(C2=C1F)C=1SC=CN1)C(=O)O)=O)F (7-[3[(ethylamino)methyl]-1-pyrrolidinyl]-6,8-difluoro-1,4-dihydro-4-oxo-1-(2-thiazolyl)-3-quinolinecarboxylic acid). Reaction conditions: temperature 60 celsius, time 8 hour. Starting materials: FC=1C=C2C(C(=CN(C2=C(C1F)F)C=1SC=CN1)C(=O)O)=O (6,7,8-trifluoro-1,4-dihydro-4-oxo-1-(2-thiazolyl)-3-quinolinecarboxylic acid), 1,8-diazobicyclo[5.4.0]undec-7-ene, C(C)NCC1CNCC1 (3-[(ethylamino)methyl]pyrrolidine). Reactants: FC(OC=1C=C(C=O)C=CC1)(F)F (3-(trifluoromethoxy)benzaldehyde), FC1=CC=C(N)C=C1 (4-fluoroaniline), C(C(=O)C)(=O)OCC (ethyl pyruvate). The solvent is C(C)(=O)O (acetic acid). The product is FC(OC=1C=C(C=CC1)C1C=C(C(N1C1=CC=C(C=C1)F)=O)NC1=CC=C(C=C1)F)(F)F ((±)-5-(3-Trifluoromethoxy-phenyl)-1-(4-fluoro-phenyl)-3-(4-fluoro-phenylamino)-1,5-dihydro-pyrrol-2-one). The yield is 59.6%. RXN SMILES: [F:1][C:2]([F:13])([F:12])[O:3][C:4]1[CH:5]=[C:6]([CH:9]=[CH:10][CH:11]=1)[CH:7]=O.[F:14][C:15]1[CH:21]=[CH:20][C:18]([NH2:19])=[CH:17][CH:16]=1.[C:22]([O:27]CC)(=O)[C:23]([CH3:25])=O>C(O)(=O)C>[F:1][C:2]([F:13])([F:12])[O:3][C:4]1[CH:5]=[C:6]([CH:7]2[N:19]([C:18]3[CH:20]=[CH:21][C:15]([F:14])=[CH:16][CH:17]=3)[C:22](=[O:27])[C:23]([NH:19][C:18]3[CH:20]=[CH:21][C:15]([F:14])=[CH:16][CH:17]=3)=[CH:25]2)[CH:9]=[CH:10][CH:11]=1. Procedure: Stir 3-(trifluoromethoxy)benzaldehyde (15.0 g, 78.6 mmol), 4-fluoroaniline (22.4 mL, 236 mmol) and ethyl pyruvate (8.65 mL, 78.6 mmol) in glacial acetic acid (60 mL) at ambient temperature for 72 hours. Filter the precipitate and wash with a 3:1 heptane/MTBE mixture. Dry under vacuum to afford the titled compound (20.9 g, 60%) as an off-white powder: MS (m/z): 445 (M−1).